Dataset: the Open Reaction Database (ORD), a public repository of structured organic reaction records. Task: describe an organic reaction: reactants, conditions, products, and yield Reactants: CN1N=C(N=C1S)O (1-methyl-3-hydroxy-5-mercapto-1,2,4-triazole), C(C#C)Br (propargyl bromide), C(C)O (ethanol). Run in C(C)N(CC)CC (triethylamine). The product is CN1N=C(N=C1SCC#C)O (1-methyl-3-hydroxy-5-propargylmercapto-1,2,4-triazole). As a reaction SMILES: [CH3:1][N:2]1[C:6]([SH:7])=[N:5][C:4]([OH:8])=[N:3]1.[CH2:9](Br)[C:10]#[CH:11].C(O)C>C(N(CC)CC)C>[CH3:1][N:2]1[C:6]([S:7][CH2:11][C:10]#[CH:9])=[N:5][C:4]([OH:8])=[N:3]1. Procedure: 13.1 g of 1-methyl-3-hydroxy-5-mercapto-1,2,4-triazole and 13.1 g of propargyl bromide are added to 100 ml of ethanol. To this suspension are added all at once 11.1 g of triethylamine. The exothermic reaction causes the temperature to rise to 45° C. After a short time a yellow product falls out of the clear solution and is filtered off and washed with water. The undissolved material is dried over P2O5. Starting materials: CCOC(=O)C(C#N)C(=O)C1CCCCC1, CS(C)=O, O. The product is N#CCC(=O)C1CCCCC1. RXN SMILES: [CH2:1]([O:2][C:3](=[O:4])[CH:5]([C:6](=[O:7])[CH:8]1[CH2:9][CH2:10][CH2:11][CH2:12][CH2:13]1)[C:14]#[N:15])[CH3:16].[CH3:17][S:18]([CH3:19])=[O:20].[OH2:21]>>[CH2:5]([C:6](=[O:7])[CH:8]1[CH2:9][CH2:10][CH2:11][CH2:12][CH2:13]1)[C:14]#[N:15]. Reactants: C(=O)([O-])[O-].[K+].[K+] (K2CO3), CO (MeOH), ClC1=C(C=CC(=C1)Cl)C=1N2C(OC1C)=C(C(=N2)C)C=O (3-(2,4-Dichloro-phenyl)-2,6-dimethyl-pyrazolo[5,1-b]oxazole-7-carbaldehyde), C1=CC(=CC(=C1)Cl)C(=O)OO (m-CPBA). Solvent: C(Cl)Cl (DCM), C(Cl)Cl (DCM), C(Cl)Cl (DCM). Conditions: temperature 0 celsius. The product is ClC1=C(C=CC(=C1)Cl)C=1N2C(OC1C)=C(C(=N2)C)O (3-(2,4-Dichloro-phenyl)-2,6-dimethyl-pyrazolo[5,1-b]oxazol-7-ol). As a reaction SMILES: [Cl:1][C:2]1[CH:7]=[C:6]([Cl:8])[CH:5]=[CH:4][C:3]=1[C:9]1[N:10]2[N:17]=[C:16]([CH3:18])[C:15](C=O)=[C:11]2[O:12][C:13]=1[CH3:14].C1C=C(Cl)C=C(C(OO)=[O:29])C=1.C([O-])([O-])=O.[K+].[K+].CO>C(Cl)Cl>[Cl:1][C:2]1[CH:7]=[C:6]([Cl:8])[CH:5]=[CH:4][C:3]=1[C:9]1[N:10]2[N:17]=[C:16]([CH3:18])[C:15]([OH:29])=[C:11]2[O:12][C:13]=1[CH3:14] |f:2.3.4|. Procedure: 3-(2,4-Dichloro-phenyl)-2,6-dimethyl-pyrazolo[5,1-b]oxazole-7-carbaldehyde (750 mg, 2.426 mmol) and m-CPBA (897 mg, 3.64 mmol) are stirred in DCM (10.5 ml) at RT for 3 hours, whereupon the reaction mixture is diluted with DCM (120 ml). The organic phase is washed with sat. NaHCO3 (70 ml) and the phases separated via a phase separator. Back extraction of the aqueous phase with DCM (50 ml) is carried out and the combined organic phases are concentrated in vacuo. The resultant yellow gum is dissolv... The reactants are OC=1C(=CC2=C(C(OC(N2)=O)(C)C)C1)C (6-hydroxy-4,4,7-trimethyl-4H-3,1-benzoxazin-2-one), C(C)(=O)NC1=CC=C(C=C1)SCCCCCS(=O)(=O)[O-] (4-(4-acetamidophenylmercapto)-butylmesylate). Yields the product C(C)(=O)NC1=CC=C(C=C1)SCCCCOC=1C(=CC2=C(C(OC(N2)=O)(C)C)C1)C (6-[4-(4-Acetamido-phenylmercapto)-butoxy]-4,4,7-trimethyl-4H-3,1-benzoxazin-2-one). RXN SMILES: [OH:1][C:2]1[C:3]([CH3:15])=[CH:4][C:5]2[NH:10][C:9](=[O:11])[O:8][C:7]([CH3:13])([CH3:12])[C:6]=2[CH:14]=1.[C:16]([NH:19][C:20]1[CH:25]=[CH:24][C:23]([S:26][CH2:27][CH2:28][CH2:29][CH2:30]CS([O-])(=O)=O)=[CH:22][CH:21]=1)(=[O:18])[CH3:17]>>[C:16]([NH:19][C:20]1[CH:25]=[CH:24][C:23]([S:26][CH2:27][CH2:28][CH2:29][CH2:30][O:1][C:2]2[C:3]([CH3:15])=[CH:4][C:5]3[NH:10][C:9](=[O:11])[O:8][C:7]([CH3:12])([CH3:13])[C:6]=3[CH:14]=2)=[CH:22][CH:21]=1)(=[O:18])[CH3:17]. Procedure details: Prepared analogously to Example 4 from 6-hydroxy-4,4,7-trimethyl-4H-3,1-benzoxazin-2-one and 4-(4-acetamidophenylmercapto)-butylmesylate. The reactants are ClC=1N=C(C2=C(N1)C(=NC=N2)SC)N2CCCC2 (2-chloro-8-methylthio-4-pyrrolidino-pyrimido[5,4-d]pyrimidine), N1CCNCC1 (piperazine), O (water). Run in CS(=O)C (dimethylsulphoxide). Conditions: time 1 hour. Yields the product CSC1=NC=NC2=C1N=C(N=C2N2CCCC2)N2CCNCC2 (8-Methylthio-2-piperazino-4-pyrrolidino-pyrimido[5,4-d]pyrimidine). Reaction SMILES: Cl[C:2]1[N:3]=[C:4]([N:14]2[CH2:18][CH2:17][CH2:16][CH2:15]2)[C:5]2[N:11]=[CH:10][N:9]=[C:8]([S:12][CH3:13])[C:6]=2[N:7]=1.[NH:19]1[CH2:24][CH2:23][NH:22][CH2:21][CH2:20]1.O>CS(C)=O>[CH3:13][S:12][C:8]1[C:6]2[N:7]=[C:2]([N:19]3[CH2:24][CH2:23][NH:22][CH2:21][CH2:20]3)[N:3]=[C:4]([N:14]3[CH2:18][CH2:17][CH2:16][CH2:15]3)[C:5]=2[N:11]=[CH:10][N:9]=1. Procedure details: 2.8 g (0.01 mol) of 2-chloro-8-methylthio-4-pyrrolidino-pyrimido[5,4-d]pyrimidine is dissolved warm in 300 ml of dimethylsulphoxide and then a solution of 4.3 g (0.05 mol) of piperazine is added. After being stirred for 1 hour at ambient temperature the solution is poured into 1.5 liters of water. The precipitate obtained is suction filtered, washed with water and dried. The reactants are O (water), N1=CC=CC=C1 (pyridine), N1C=C(C(C2=CC=CC=C12)=O)C#N (4-(1H)-quinolone-3-nitrile), [PH2](=O)[O-].[Na+] (sodium hypophosphite). The reagents and catalysts are [Ni] (Raney Nickel). Run in C(C)(=O)O (acetic acid). Reaction conditions: temperature 60 celsius. Yields the product 3-formyl, C(=O)C1=CNC2=CC=CC=C2C1=O (3-formyl-4(1H)-quinolone). Reaction SMILES: [NH:1]1[C:10]2[C:5](=[CH:6][CH:7]=[CH:8][CH:9]=2)[C:4](=[O:11])[C:3]([C:12]#N)=[CH:2]1.[PH2]([O-])=[O:15].[Na+].O.N1C=CC=CC=1>C(O)(=O)C.[Ni]>[CH:12]([C:3]1[C:4](=[O:11])[C:5]2[C:10](=[CH:9][CH:8]=[CH:7][CH:6]=2)[NH:1][CH:2]=1)=[O:15] |f:1.2|. Reported procedure: The 4-(1H)-quinolone-3-nitrile (12 g) and sodium hypophosphite (16.12 g) were dissolved in a mixture of acetic acid:water:pyridine=125 ml: 125 ml:250 ml and 4 g of Raney Nickel (W2 grade) added (Backeberg and Staskim, J.C.S. 1962, 3691). The reaction mixture was heated at 60° C. for four hours, then the hot suspension was filtered and the catalyst cake washed with warm ethanol into the filtrates. The combined filtrates and washings were evaporated to one-third of the original volume and on equal...